The task is: describe an organic reaction: reactants, conditions, products, and yield. This data is from the Open Reaction Database (ORD), a public repository of structured organic reaction records. The reactants are C1(=CC=CC=C1)N=NC(=NNC1=CC=CC=C1)C1=CC=CC=C1 (1,3,5-triphenylformazan), [OH-].[Na+] (sodium hydroxide), Cl.[Cl-].C1(=CC=CC=C1)N1[NH2+]C(=NN1C1=CC=CC=C1)C1=CC=CC=C1 (2,3,5-triphenyltetrazolium chloride hydrochloride), ClCl (chlorine). The solvent is C(C)O (ethyl alcohol). Product: Cl.[Cl-].C1(=CC=CC=C1)N1[NH2+]C(=NN1C1=CC=CC=C1)C1=CC=CC=C1.C1(=CC=CC=C1)N1[NH2+]C(=NN1C1=CC=CC=C1)C1=CC=CC=C1.[Cl-] (2,3,5-triphenyltetrazolium chloride hemihydrochloride). Reaction SMILES: [C:1]1([N:7]=[N:8][C:9]([C:18]2[CH:23]=[CH:22][CH:21]=[CH:20][CH:19]=2)=[N:10][NH:11][C:12]2[CH:17]=[CH:16][CH:15]=[CH:14][CH:13]=2)[CH:6]=[CH:5][CH:4]=[CH:3][CH:2]=1.[OH-].[Na+].[Cl:26]Cl.Cl.[Cl-].[C:30]1([N:36]2[N:40]([C:41]3[CH:46]=[CH:45][CH:44]=[CH:43][CH:42]=3)[N:39]=[C:38]([C:47]3[CH:52]=[CH:51][CH:50]=[CH:49][CH:48]=3)[NH2+:37]2)[CH:35]=[CH:34][CH:33]=[CH:32][CH:31]=1>C(O)C>[ClH:26].[Cl-:26].[C:1]1([N:7]2[N:11]([C:12]3[CH:13]=[CH:14][CH:15]=[CH:16][CH:17]=3)[N:10]=[C:9]([C:18]3[CH:23]=[CH:22][CH:21]=[CH:20][CH:19]=3)[NH2+:8]2)[CH:6]=[CH:5][CH:4]=[CH:3][CH:2]=1.[C:41]1([N:40]2[N:36]([C:30]3[CH:35]=[CH:34][CH:33]=[CH:32][CH:31]=3)[N:37]=[C:38]([C:47]3[CH:48]=[CH:49][CH:50]=[CH:51][CH:52]=3)[NH2+:39]2)[CH:46]=[CH:45][CH:44]=[CH:43][CH:42]=1.[Cl-:26] |f:1.2,4.5.6,8.9.10.11.12|. Procedure: 25 g (0.08 M) of 1,3,5-triphenylformazan, 550 ml of absolute ethyl alcohol, and 3.64 g (0.086 M) of sodium hydroxide were mixed in a glass flask provided with a glass stirrer and 4.8 liters (0.21 M) of chlorine gas passed through for 35 minutes at a temperature of -1° C. Activated carbon was added to the reaction mixture containing 2,3,5-triphenyltetrazolium chloride hydrochloride (n=0.75), the mixture stirred and filtered, the filtrate evaporated, the residue extracted with water, the aqueous e... Starting materials: ClCCl, OC1(c2ccc(Cl)c(C(F)(F)F)c2)CCNCC1, CCOC(=O)Cl, c1ccncc1. The product is CCOC(=O)N1CCC(O)(c2ccc(Cl)c(C(F)(F)F)c2)CC1. RXN SMILES: [CH2:31]([Cl:32])[Cl:33].[Cl:1][c:2]1[c:3]([C:15]([F:16])([F:17])[F:18])[cH:4][c:5]([C:8]2([OH:14])[CH2:9][CH2:10][NH:11][CH2:12][CH2:13]2)[cH:6][cH:7]1.[Cl:25][C:26](=[O:27])[O:28][CH2:29][CH3:30].[cH:19]1[cH:20][cH:21][n:22][cH:23][cH:24]1>>[Cl:1][c:2]1[c:3]([C:15]([F:16])([F:17])[F:18])[cH:4][c:5]([C:8]2([OH:14])[CH2:9][CH2:10][N:11]([C:26](=[O:27])[O:28][CH2:29][CH3:30])[CH2:12][CH2:13]2)[cH:6][cH:7]1. The reactants are CC(=O)OCC1C(NC(=O)CNC(=O)c2cccc(C(F)(F)F)c2)CC2CN(C(=O)OC(C)(C)C)CC21, [Li+], C1CCOC1, [OH-]. Product: CC(C)(C)OC(=O)N1CC2CC(NC(=O)CNC(=O)c3cccc(C(F)(F)F)c3)C(CO)C2C1. RXN SMILES: [C:1]([CH3:2])([CH3:3])([CH3:4])[O:5][C:6](=[O:7])[N:8]1[CH2:9][CH:10]2[CH:11]([CH2:12]1)[CH:13]([CH2:33][O:34][C:35](=[O:36])[CH3:37])[CH:14]([NH:16][C:17]([CH2:18][NH:19][C:20]([c:21]1[cH:22][c:23]([C:27]([F:28])([F:29])[F:30])[cH:24][cH:25][cH:26]1)=[O:31])=[O:32])[CH2:15]2.[Li+:38].[O:40]1[CH2:41][CH2:42][CH2:43][CH2:44]1.[OH-:39]>>[C:1]([CH3:2])([CH3:3])([CH3:4])[O:5][C:6](=[O:7])[N:8]1[CH2:9][CH:10]2[CH:11]([CH2:12]1)[CH:13]([CH2:33][OH:34])[CH:14]([NH:16][C:17]([CH2:18][NH:19][C:20]([c:21]1[cH:22][c:23]([C:27]([F:28])([F:29])[F:30])[cH:24][cH:25][cH:26]1)=[O:31])=[O:32])[CH2:15]2. Reactants: COC(=O)CC(C(=O)Cl)C (3-methoxycarbonyl-2-methyl-propionic acid chloride), C1(C=2C(C(N1CCCC1=CC=CC=C1)=O)=CC=CC2)=O (3-phthalimidopropyl-benzene), [Cl-].[Al+3].[Cl-].[Cl-] (aluminum chloride). The solvent is ClCCCl (1,2-dichloroethane). Product: COC(CC(C)C(C1=CC=C(C=C1)CCCN1C(C=2C(C1=O)=CC=CC2)=O)=O)=O (3-[4-(3-phthalimidopropyl)benzoyl]-butyric acid methyl ester). RXN SMILES: [CH3:1][O:2][C:3]([CH2:5][CH:6]([CH3:10])[C:7](Cl)=[O:8])=[O:4].[C:11]1(=[O:30])[N:15]([CH2:16][CH2:17][CH2:18][C:19]2[CH:24]=[CH:23][CH:22]=[CH:21][CH:20]=2)[C:14](=[O:25])[C:13]2=[CH:26][CH:27]=[CH:28][CH:29]=[C:12]12.[Cl-].[Al+3].[Cl-].[Cl-]>ClCCCl>[CH3:1][O:2][C:3](=[O:4])[CH2:5][CH:6]([C:7](=[O:8])[C:22]1[CH:21]=[CH:20][C:19]([CH2:18][CH2:17][CH2:16][N:15]2[C:11](=[O:30])[C:12]3=[CH:29][CH:28]=[CH:27][CH:26]=[C:13]3[C:14]2=[O:25])=[CH:24][CH:23]=1)[CH3:10] |f:2.3.4.5|. Reported procedure: 8.2 g (50 mmol) of 3-methoxycarbonyl-2-methyl-propionic acid chloride and 13.3 g (50 mmol) of 3-phthalimidopropyl-benzene are reacted with 26 g of aluminum chloride in 1,2-dichloroethane analogously to Example 4(a). The oil obtained crystallizes from ethanol as beige coloured crystals. Starting materials: CN(CCC=C1C2=C(C=CC3=C1C=C(C=C3)S(=O)(=O)C)C=CC=C2)C (5-(3-dimethylaminopropylidene)-3-methylsulfonyl-5H-dibenzo[a,d]cycloheptene), product, CN(CCC=C1C2=C(C=CC3=C1C=CC=C3)C=CC=C2)C (5-(3-dimethylaminopropylidene)-5H-dibenzo[a,d]cycloheptene). Yields the product CNCCC=C1C2=C(C=CC3=C1C=C(C=C3)S(=O)(=O)C)C=CC=C2 (5-(3-methylaminopropylidene)-3-methylsulfonyl-5H-dibenzo[a,d]cycloheptene). Reaction SMILES: [CH3:1][N:2](C)[CH2:3][CH2:4][CH:5]=[C:6]1[C:12]2[CH:13]=[C:14]([S:17]([CH3:20])(=[O:19])=[O:18])[CH:15]=[CH:16][C:11]=2[CH:10]=[CH:9][C:8]2[CH:21]=[CH:22][CH:23]=[CH:24][C:7]1=2.CN(C)CCC=C1C2C=CC=CC=2C=CC2C=CC=CC1=2>>[CH3:1][NH:2][CH2:3][CH2:4][CH:5]=[C:6]1[C:12]2[CH:13]=[C:14]([S:17]([CH3:20])(=[O:18])=[O:19])[CH:15]=[CH:16][C:11]=2[CH:10]=[CH:9][C:8]2[CH:21]=[CH:22][CH:23]=[CH:24][C:7]1=2. Procedure details: By substituting 5-(3-dimethylaminopropylidene)-3-methylsulfonyl-5H-dibenzo[a,d]cycloheptene (α -isomer), product of Example 23, Step F.), for the 5-(3-dimethylaminopropylidene)-5H-dibenzo[a,d]cycloheptene of Example 6, and following substantially the procedure of Example 6, Steps A and B, 5-(3-methylaminopropylidene)-3-methylsulfonyl-5H-dibenzo[a,d]cycloheptene (α-isomer) is obtained in the form of a yellow oil. The product is converted to the hydrochloride that melts at 273°-274.5°C. (sintered,... Starting materials: FC1=C(C=C(C=C1)N=CC=1C(=NC(=NC1)SC)NC)[N+](=O)[O-] (5-((4-fluoro-3-nitrophenylimino)methyl)-N-methyl-2-(methylthio)pyrimidin-4-amine), [H-].[H-].[H-].[H-].[Li+].[Al+3] (LiAlH4), [OH-].[Na+] (NaOH). Run in C1CCOC1 (THF). Reaction conditions: temperature 0 celsius, time 30 minute. Yields the product FC1=C(C=C(C=C1)NCC=1C(=NC(=NC1)SC)NC)[N+](=O)[O-] (5-((4-fluoro-3-nitrophenylamino)methyl)-N-methyl-2-(methylthio)pyrimidin-4-amine). Isolated yield 56.0%. RXN SMILES: [H-].[H-].[H-].[H-].[Li+].[Al+3].[F:7][C:8]1[CH:13]=[CH:12][C:11]([N:14]=[CH:15][C:16]2[C:17]([NH:24][CH3:25])=[N:18][C:19]([S:22][CH3:23])=[N:20][CH:21]=2)=[CH:10][C:9]=1[N+:26]([O-:28])=[O:27].[OH-].[Na+]>C1COCC1>[F:7][C:8]1[CH:13]=[CH:12][C:11]([NH:14][CH2:15][C:16]2[C:17]([NH:24][CH3:25])=[N:18][C:19]([S:22][CH3:23])=[N:20][CH:21]=2)=[CH:10][C:9]=1[N+:26]([O-:28])=[O:27] |f:0.1.2.3.4.5,7.8|. Procedure: To a suspension of LiAlH4 (1.3 g, 34 mmol) in anhydrous THF at 0° C. was added the above 5-((4-fluoro-3-nitrophenylimino)methyl)-N-methyl-2-(methylthio)pyrimidin-4-amine portionwise over 20 min. After the addition was complete, the mixture was stirred at 0° C. for 30 min. Aqueous 10% NaOH (2 mL) was added and the resultant precipitate was removed by filtration. The filtrate was concentrated under reduced pressure to give 5-((4-fluoro-3-nitrophenylamino)methyl)-N-methyl-2-(methylthio)pyrimidin-4-... Reactants: [N+](=O)([O-])C1=CC=C(C=C1)CCCC(=O)N (4-(4-nitrophenyl)butanamide), TEA, C(=O)(C(F)(F)F)OC(=O)C(F)(F)F (TFAA). Solvent: C(Cl)Cl (DCM), C(Cl)Cl (DCM). Yields the product [N+](=O)([O-])C1=CC=C(C=C1)CCCC#N (4-(4-nitrophenyl)butanenitrile). Yield: 63.4%. RXN SMILES: [N+:1]([C:4]1[CH:9]=[CH:8][C:7]([CH2:10][CH2:11][CH2:12][C:13]([NH2:15])=O)=[CH:6][CH:5]=1)([O-:3])=[O:2].C(OC(C(F)(F)F)=O)(C(F)(F)F)=O>C(Cl)Cl>[N+:1]([C:4]1[CH:5]=[CH:6][C:7]([CH2:10][CH2:11][CH2:12][C:13]#[N:15])=[CH:8][CH:9]=1)([O-:3])=[O:2]. Reported procedure: To a solution of compound 81 (3.2 g, 22.4 mmol) in DCM (60 mL) was added TEA (10 mL, 77 mmol) at room temperature with stirring. Then to the mixture was added dropwise TFAA (4 mL, 30.8 mmol) at 0° C. The reaction mixture was stirred at room temperature for 4 h. Then the mixture was diluted with DCM, washed by water and brine, dried over Na2SO4 and concentrated to dryness to give compound 82 (2.7 g, 93%) as a yellow oil. 1H NMR (400 MHz, CDCl3) 8.12 (d, 2H, J=8.1 Hz), 7.30 (d, 2H, J=8.1 Hz), 2.85... Procedure: To a solution of (5R,6S,8S)-5-methyl-6-phenyl-3-[1-(trifluoromethyl)cyclopropyl]-5,6,7,8-tetrahydro[1,2,4]triazolo[4,3-a]pyridine-8-amine (19.0 mg, 0.056 mmol) in N,N-dimethylformamide (565 μL) were added (6S)-2′-oxo-1′,2′,5,7-tetrahydrospiro[cyclopenta[b]pyridine-6,3′-pyrrolo[2,3-b]pyridine]-3-carboxylic acid (19.1 mg, 0.68 mmol), 1-hydroxy-7-azabenzotriazole (0.77 mg, 5.7 μmol), N-methylmorpholine (14.9 μL, 0.136 mmol) and 1-(3-dimethylaminopropyl)-3-ethylcarbodiimide hydrochloride (13.0 mg, 0... Reaction conditions: time 30 minute. Solvent: O (Water), CN(C=O)C (N,N-dimethylformamide). Product: C[C@@H]1[C@@H](C[C@@H](C=2N1C(=NN2)C2(CC2)C(F)(F)F)NC(=O)C=2C=C1C(=NC2)C[C@@]2(C(NC3=NC=CC=C32)=O)C1)C1=CC=CC=C1 ((6S)—N-{(5R,6S,8S)-5-Methyl-6-phenyl-3-[1-(trifluoromethyl)cyclopropyl]-5,6,7,8-tetrahydro[1,2,4]triazolo[4,3-a]pyridin-8-yl}-2′-oxo-1′,2′,5,7-tetrahydrospiro[cyclopenta[b]pyridine-6,3′-pyrrolo[2,3-b]pyridine]-3-carboxamide). As a reaction SMILES: [CH3:1][C@H:2]1[N:7]2[C:8]([C:11]3([C:14]([F:17])([F:16])[F:15])[CH2:13][CH2:12]3)=[N:9][N:10]=[C:6]2[C@@H:5]([NH2:18])[CH2:4][C@H:3]1[C:19]1[CH:24]=[CH:23][CH:22]=[CH:21][CH:20]=1.[O:25]=[C:26]1[NH:34][C:29]2=[N:30][CH:31]=[CH:32][CH:33]=[C:28]2[C@@:27]21[CH2:45][C:37]1=[N:38][CH:39]=[C:40]([C:42](O)=[O:43])[CH:41]=[C:36]1[CH2:35]2.ON1C2N=CC=CC=2N=N1.CN1CCOCC1.Cl.CN(C)CCCN=C=NCC>CN(C)C=O.O>[CH3:1][C@H:2]1[N:7]2[C:8]([C:11]3([C:14]([F:15])([F:16])[F:17])[CH2:13][CH2:12]3)=[N:9][N:10]=[C:6]2[C@@H:5]([NH:18][C:42]([C:40]2[CH:41]=[C:36]3[CH2:35][C@@:27]4([C:28]5[C:29](=[N:30][CH:31]=[CH:32][CH:33]=5)[NH:34][C:26]4=[O:25])[CH2:45][C:37]3=[N:38][CH:39]=2)=[O:43])[CH2:4][C@H:3]1[C:19]1[CH:20]=[CH:21][CH:22]=[CH:23][CH:24]=1 |f:4.5|. The yield is 65.5%. Starting materials: C[C@@H]1[C@@H](C[C@@H](C=2N1C(=NN2)C2(CC2)C(F)(F)F)N)C2=CC=CC=C2 ((5R,6S,8S)-5-methyl-6-phenyl-3-[1-(trifluoromethyl)cyclopropyl]-5,6,7,8-tetrahydro[1,2,4]triazolo[4,3-a]pyridine-8-amine), O=C1[C@@]2(C=3C(=NC=CC3)N1)CC=1C(=NC=C(C1)C(=O)O)C2 ((6S)-2′-oxo-1′,2′,5,7-tetrahydrospiro[cyclopenta[b]pyridine-6,3′-pyrrolo[2,3-b]pyridine]-3-carboxylic acid), ON1N=NC2=C1N=CC=C2 (1-hydroxy-7-azabenzotriazole), CN1CCOCC1 (N-methylmorpholine), Cl.CN(CCCN=C=NCC)C (1-(3-dimethylaminopropyl)-3-ethylcarbodiimide hydrochloride). Reactants: O1CCOC12CCC(CC2)=O (1,4-dioxa-spiro[4.5]decan-8-one), O1C=NC=C1 (1,3-oxazole), solution, B (borane), solution, C(CCC)[Li] (n-butyllithium). The solvent is C1CCOC1 (THF), C1CCOC1 (THF), C1CCOC1 (THF), CCCCCC (hexane). Reaction conditions: temperature -78 celsius, time 1 hour. Product: OC1(CCC(CC1)=O)C=1OC=CN1 (4-Hydroxy-4-(1,3-oxazol-2-yl)cyclohexanone). Yield: 70.8%. RXN SMILES: [O:1]1[CH:5]=[CH:4][N:3]=[CH:2]1.B.C([Li])CCC.[O:12]1[C:16]2([CH2:21][CH2:20][C:19](=[O:22])[CH2:18][CH2:17]2)OCC1>C1COCC1.CCCCCC>[OH:22][C:19]1([C:2]2[O:1][CH:5]=[CH:4][N:3]=2)[CH2:20][CH2:21][C:16](=[O:12])[CH2:17][CH2:18]1. Reported procedure: To a solution of 1,3-oxazole (2.0 mL, 30.41 mmol) in THF (20 mL) was added 1.0 M solution of borane in THF (30.4 mL) at room temperature. The mixture was stirred for 1 hour before being cooled down to −78° C. To the above solution was added a 1.6 M solution of n-butyllithium in hexane (19 mL). After stirring at −78° C. for one hour, a solution of 1,4-dioxa-spiro[4.5]decan-8-one (5.22 g, 33.45 mmol) in THF (10 mL) was added. After being stirred at −78° C. for 5 hours, the reaction was quenched by... Product: O=S(=O)(Oc1cncc(Br)c1)N1CCOCC1. Starting materials: Oc1cncc(Br)c1, CC(C)=O, [K+], [K+], [K+], [Na+], O=C([O-])O, O=S(=O)(Cl)N1CCOCC1, O, O=P([O-])([O-])[O-]. RXN SMILES: [Br:1][c:2]1[cH:3][c:4]([OH:8])[cH:5][n:6][cH:7]1.[CH3:33][C:34](=[O:35])[CH3:36].[K+:14].[K+:15].[K+:16].[Na+:31].[O-:27][C:28]([OH:29])=[O:30].[O:17]1[CH2:18][CH2:19][N:20]([S:23](=[O:24])(=[O:25])[Cl:26])[CH2:21][CH2:22]1.[OH2:32].[P:9]([O-:10])([O-:11])([O-:12])=[O:13]>>[Br:1][c:2]1[cH:3][c:4]([O:8][S:23]([N:20]2[CH2:19][CH2:18][O:17][CH2:22][CH2:21]2)(=[O:24])=[O:25])[cH:5][n:6][cH:7]1.